From a dataset of the Open Reaction Database (ORD), a public repository of structured organic reaction records. describe an organic reaction: reactants, conditions, products, and yield The reactants are N (ammonia), 3l, ClC1=C(C=C(CC2=NC=CC=C2)C=C1)[N+](=O)[O-] (2-(4-chloro-3-nitrobenzyl)pyridine). The solvent is C(C)O (Ethanol). Run at time 24 hour. The product is NC1=C(C=C(CC2=NC=CC=C2)C=C1)[N+](=O)[O-] (2-(4-amino-3-nitrobenzyl)-pyridine). As a reaction SMILES: [NH3:1].Cl[C:3]1[CH:15]=[CH:14][C:6]([CH2:7][C:8]2[CH:13]=[CH:12][CH:11]=[CH:10][N:9]=2)=[CH:5][C:4]=1[N+:16]([O-:18])=[O:17]>C(O)C>[NH2:1][C:3]1[CH:15]=[CH:14][C:6]([CH2:7][C:8]2[CH:13]=[CH:12][CH:11]=[CH:10][N:9]=2)=[CH:5][C:4]=1[N+:16]([O-:18])=[O:17]. Procedure details: Ethanol(1700 ml.) was saturated with ammonia at -20° to a total volume of 3l., then 49.7 g. (0.2 mol) of 2-(4-chloro-3-nitrobenzyl)pyridine was added. The entire mixture was first autoclaved at 100° C. for 24 hours, then 185° C. for 24 hours. The resulting solution was then evaporated in vacuo to a brown solid, which was thereafter dissolved in acetone, dried with magnesium sulfate. filtered and evaporated in vacuo to a light brown solid. The resulting solid was crystallized from water using Nor...